This data is from the Open Reaction Database (ORD), a public repository of structured organic reaction records. The task is: describe an organic reaction: reactants, conditions, products, and yield Reactants: NCCCCN1CCC(CC1)C=1C=C(C=CC1)NC(C(C)C)=O (N-{3-[1-(4-aminobutyl)-4-piperidinyl]phenyl}-2-methylpropanamide), C1(=CC=CC=C1)C(C(=O)Cl)C1=CC=CC=C1 (diphenylacetyl chloride). Product: C1(=CC=CC=C1)C(C(=O)NCCCCN1CCC(CC1)C=1C=C(C=CC1)NC(C(C)C)=O)C1=CC=CC=C1 (N-[3-(1-{4-[(DIPHENYLACETYL)AMINO]BUTYL}-4-PIPERIDINYL)PHENYL]-2-METHYLPROPANAMIDE). Procedure details: Prepared by Procedure Q2 (THF/DCM, 1:3)) and Scheme AT using N-{3-[1-(4-aminobutyl)-4-piperidinyl]phenyl}-2-methylpropanamide and diphenylacetyl chloride: ESMS m/e: 512.0 (M+H)+. As a reaction SMILES: [NH2:1][CH2:2][CH2:3][CH2:4][CH2:5][N:6]1[CH2:11][CH2:10][CH:9]([C:12]2[CH:13]=[C:14]([NH:18][C:19](=[O:23])[CH:20]([CH3:22])[CH3:21])[CH:15]=[CH:16][CH:17]=2)[CH2:8][CH2:7]1.[C:24]1([CH:30]([C:34]2[CH:39]=[CH:38][CH:37]=[CH:36][CH:35]=2)[C:31](Cl)=[O:32])[CH:29]=[CH:28][CH:27]=[CH:26][CH:25]=1>C1COCC1.C(Cl)Cl>[C:34]1([CH:30]([C:24]2[CH:25]=[CH:26][CH:27]=[CH:28][CH:29]=2)[C:31]([NH:1][CH2:2][CH2:3][CH2:4][CH2:5][N:6]2[CH2:7][CH2:8][CH:9]([C:12]3[CH:13]=[C:14]([NH:18][C:19](=[O:23])[CH:20]([CH3:21])[CH3:22])[CH:15]=[CH:16][CH:17]=3)[CH2:10][CH2:11]2)=[O:32])[CH:35]=[CH:36][CH:37]=[CH:38][CH:39]=1 |f:2.3|. Solvent: C1CCOC1.C(Cl)Cl (THF DCM). Starting materials: C(C1=CC=CC=C1)O (benzyl alcohol), [H-].[Na+] (sodium hydride), FC1=C(C(=C(C=C1)[N+](=O)[O-])F)F (1,2,3-trifluoro-4-nitrobenzene). Run in C(C)(=O)OCC (ethyl acetate), O (water), CN(C)C=O (DMF). Conditions: time 30 minute. Product: C(C1=CC=CC=C1)OC1=C(C(=C(C=C1)[N+](=O)[O-])OCC1=CC=CC=C1)F (1,3-bis(benzyloxy)-2-fluoro-4-nitrobenzene). Reaction SMILES: [CH2:1]([OH:8])[C:2]1[CH:7]=[CH:6][CH:5]=[CH:4][CH:3]=1.[H-].[Na+].F[C:12]1[CH:17]=[CH:16][C:15]([N+:18]([O-:20])=[O:19])=[C:14](F)[C:13]=1[F:22]>CN(C=O)C.C(OCC)(=O)C.O>[CH2:1]([O:8][C:12]1[CH:17]=[CH:16][C:15]([N+:18]([O-:20])=[O:19])=[C:14]([O:8][CH2:1][C:2]2[CH:7]=[CH:6][CH:5]=[CH:4][CH:3]=2)[C:13]=1[F:22])[C:2]1[CH:7]=[CH:6][CH:5]=[CH:4][CH:3]=1 |f:1.2|. Procedure details: To a solution of benzyl alcohol (29.4 mL) in DMF (300 mL) was added sodium hydride (60% oil, 11.3 g), and the mixture was stirred at room temperature for 30 min. To the reaction mixture was added 1,2,3-trifluoro-4-nitrobenzene (20.0 g), and the mixture was stirred with heating at 80° C. for 30 min. The reaction mixture was allowed to cool to room temperature, and diluted with ethyl acetate and water, and the organic layer was separated. The organic layer was washed with saturated brine, and drie... Starting materials: FC1=CC=C(C=C1)NC1=NC2=C(C=C(C=C2C(=N1)O)[N+](=O)[O-])C(=O)OC (methyl 2-(4-fluorophenyl)amino-4-hydroxy-6-nitroquinazoline-8-carboxylate), O.[OH-].[Li+] (lithium hydroxide monohydrate), Cl (hydrochloric acid). Run in O1CCCC1 (tetrahydrofuran), O (water). Yields the product FC1=CC=C(C=C1)NC1=NC2=C(C=C(C=C2C(=N1)O)[N+](=O)[O-])C(=O)O (2-(4-Fluorophenyl)amino-4-hydroxy-6-nitroquinazoline-8-carboxylic acid). Isolated yield 63.9%. RXN SMILES: [F:1][C:2]1[CH:7]=[CH:6][C:5]([NH:8][C:9]2[N:18]=[C:17]([OH:19])[C:16]3[C:11](=[C:12]([C:23]([O:25]C)=[O:24])[CH:13]=[C:14]([N+:20]([O-:22])=[O:21])[CH:15]=3)[N:10]=2)=[CH:4][CH:3]=1.O.[OH-].[Li+].Cl>O1CCCC1.O>[F:1][C:2]1[CH:3]=[CH:4][C:5]([NH:8][C:9]2[N:18]=[C:17]([OH:19])[C:16]3[C:11](=[C:12]([C:23]([OH:25])=[O:24])[CH:13]=[C:14]([N+:20]([O-:22])=[O:21])[CH:15]=3)[N:10]=2)=[CH:6][CH:7]=1 |f:1.2.3|. Procedure details: A solution of methyl 2-(4-fluorophenyl)amino-4-hydroxy-6-nitroquinazoline-8-carboxylate (1.89 g) and lithium hydroxide monohydrate (5.182 g) in tetrahydrofuran (500 mL) and water (350 mL) was stirred at room temperature for 24 h. The reaction was acidified to pH 2 with 2 N hydrochloric acid, then was concentrated to ca. 400 mL. The yellow precipitate which formed was isolated by filtration, washed with water and dried to afford the title compound as a tan solid (1.16 g). 1H NMR (300 MHz, DMSO-d6... The reactants are C1(CCCCC1)SCCCCOC=1C=CC2=C(C(OC(N2)=O)(C)C)C1 (6-(4-cyclohexylmercaptobutoxy)-4,4-dimethyl-4H-3,1-benzoxazin-2-one), OO (hydrogen peroxide). Product: C1(CCCCC1)S(=O)CCCCOC=1C=CC2=C(C(OC(N2)=O)(C)C)C1 (6-(4-Cyclohexylsulfinyl-butoxy)-4,4-dimethyl-4H-3,1-benzoxazin-2-one). RXN SMILES: [CH:1]1([S:7][CH2:8][CH2:9][CH2:10][CH2:11][O:12][C:13]2[CH:14]=[CH:15][C:16]3[NH:21][C:20](=[O:22])[O:19][C:18]([CH3:24])([CH3:23])[C:17]=3[CH:25]=2)[CH2:6][CH2:5][CH2:4][CH2:3][CH2:2]1.[OH:26]O>>[CH:1]1([S:7]([CH2:8][CH2:9][CH2:10][CH2:11][O:12][C:13]2[CH:14]=[CH:15][C:16]3[NH:21][C:20](=[O:22])[O:19][C:18]([CH3:23])([CH3:24])[C:17]=3[CH:25]=2)=[O:26])[CH2:6][CH2:5][CH2:4][CH2:3][CH2:2]1. Reported procedure: Prepared analogously to Example 2 from 6-(4-cyclohexylmercaptobutoxy)-4,4-dimethyl-4H-3,1-benzoxazin-2-one and hydrogen peroxide. Reactants: C(C)(C)(C)OC(=O)N1CCC(CC1)C=1C(=NNC1C)OC (1-tert-Butoxycarbonyl-4-(3-methoxy-5-methyl-(1H)-pyrazol-4-yl)piperidine), N1CCCCC1 (Piperidine), hexanes acetone. Yields the product C(C)(C)(C)OC(=O)N1CCC(CC1)C=1C(=NN(C1C)CC)OC (1-tert-Butoxycarbonyl-4-(1-ethyl-3-methoxy-5-methyl-(1H)-pyrazol-4-yl)piperidine). Reaction SMILES: [C:1]([O:5][C:6]([N:8]1[CH2:13][CH2:12][CH:11]([C:14]2[C:15]([O:20][CH3:21])=[N:16][NH:17][C:18]=2[CH3:19])[CH2:10][CH2:9]1)=[O:7])([CH3:4])([CH3:3])[CH3:2].N1CCC[CH2:24][CH2:23]1>>[C:1]([O:5][C:6]([N:8]1[CH2:9][CH2:10][CH:11]([C:14]2[C:15]([O:20][CH3:21])=[N:16][N:17]([CH2:23][CH3:24])[C:18]=2[CH3:19])[CH2:12][CH2:13]1)=[O:7])([CH3:4])([CH3:3])[CH3:2]. Reported procedure: The title compound was prepared from 1-tert-butoxycarbonyl-4-(3-methoxy-5-methyl-(1H)-pyrazol-4-yl)piperidine (Step D) using a procedure analogous to that described for Piperidine 15, Step E. RF: 0.29 (9:1 v/v hexanes/acetone); 1H-NMR (500 MHz) δ 1.31 (t, J=7.3, 3H), 1.47 (s, 9H), 1.54–1.56 (m, 2H), 1.79–1.87 (m, 2H), 2.13 (s, 3H), 2.38–2.45 (m, 1H), 2.70 (m, 2H), 3.84 (s, 3H), 3.91 (q, J=7.3, 2H), 4.25 (m, 2H).